From a dataset of the Open Reaction Database (ORD), a public repository of structured organic reaction records. describe an organic reaction: reactants, conditions, products, and yield Starting materials: C1(CC1)COC=1C=C(CO)C=CC1OC(F)F (3-cyclopropylmethoxy-4-difluoromethoxybenzyl alcohol), N1=CC=CC=C1 (pyridine), S(=O)(Cl)Cl (thionyl chloride). Solvent: C(Cl)(Cl)Cl (chloroform). Yields the product C1(CC1)COC=1C=C(CCl)C=CC1OC(F)F (3-Cyclopropylmethoxy-4-difluoromethoxybenzyl chloride). RXN SMILES: [CH:1]1([CH2:4][O:5][C:6]2[CH:7]=[C:8]([CH:11]=[CH:12][C:13]=2[O:14][CH:15]([F:17])[F:16])[CH2:9]O)[CH2:3][CH2:2]1.N1C=CC=CC=1.S(Cl)([Cl:26])=O>C(Cl)(Cl)Cl>[CH:1]1([CH2:4][O:5][C:6]2[CH:7]=[C:8]([CH:11]=[CH:12][C:13]=2[O:14][CH:15]([F:17])[F:16])[CH2:9][Cl:26])[CH2:3][CH2:2]1. Reported procedure: A solution of crude 3-cyclopropylmethoxy-4-difluoromethoxybenzyl alcohol (24.4 g) and pyridine (9.8 mL, 120 mmol) in chloroform (150 mL) under an argon atmosphere was treated with thionyl chloride (8.0 mL, 110 mmol) and the mixture was heated at reflux for 1 h. The solvent was removed, ether was added and the precipitate was removed by filtration. The filtrate was concentrated to a pale yellow oil (26 g). Reactants: C(C1=CC=CC=C1)ONC(CCCCCCCBr)=O (8-bromo-octanoic acid benzyloxy-amide), Cl.COC=1C=C2CC(NCC2=CC1OC)C (6,7-dimethoxy-3-methyl-1,2,3,4-tetrahydroisoquinoline hydrochloride), C([O-])([O-])=O.[K+].[K+] (potassium carbonate). Solvent: CN(C)C=O (DMF). Yields the product C(C1=CC=CC=C1)ONC(CCCCCCCN1CC2=CC(=C(C=C2CC1C)OC)OC)=O (8-(6,7-dimethoxy-3-methyl-3,4-dihydro-1H-isoquinolin-2-yl)-octanoic acid benzyloxyamide). RXN SMILES: [CH2:1]([O:8][NH:9][C:10](=[O:19])[CH2:11][CH2:12][CH2:13][CH2:14][CH2:15][CH2:16][CH2:17]Br)[C:2]1[CH:7]=[CH:6][CH:5]=[CH:4][CH:3]=1.Cl.[CH3:21][O:22][C:23]1[CH:24]=[C:25]2[C:30](=[CH:31][C:32]=1[O:33][CH3:34])[CH2:29][NH:28][CH:27]([CH3:35])[CH2:26]2.C(=O)([O-])[O-].[K+].[K+]>CN(C=O)C>[CH2:1]([O:8][NH:9][C:10](=[O:19])[CH2:11][CH2:12][CH2:13][CH2:14][CH2:15][CH2:16][CH2:17][N:28]1[CH:27]([CH3:35])[CH2:26][C:25]2[C:30](=[CH:31][C:32]([O:33][CH3:34])=[C:23]([O:22][CH3:21])[CH:24]=2)[CH2:29]1)[C:2]1[CH:7]=[CH:6][CH:5]=[CH:4][CH:3]=1 |f:1.2,3.4.5|. Procedure details: In a manner analogous to that of example 1(b), 8-bromo-octanoic acid benzyloxy-amide (example 1(a); 0.7 g, 2.1 mmol) was reacted with 6,7-dimethoxy-3-methyl-1,2,3,4-tetrahydroisoquinoline hydrochloride (0.5 g, 2.1 mmol) in the presence of potassium carbonate (0.3 g, 2.2 mmol) and DMF as solvent to give 8-(6,7-dimethoxy-3-methyl-3,4-dihydro-1H-isoquinolin-2-yl)-octanoic acid benzyloxyamide as an almost colorless wax (yield 0.35 g, 37%; purified by column chromatography using silica gel and ethyl ... Starting materials: ICCCS(=O)(=O)NCC(CSC(NCCCCCCCCCCCCCCCCCC)=O)OC (3-(3-iodopropylsulfonylamino)-2-methoxy-1-octadecylcarbamoylthiopropane), S1C=NC=C1 (thiazole). Yields the product [I-].COC(CSC(NCCCCCCCCCCCCCCCCCC)=O)CNS(=O)(=O)CCCC1SCC=[NH+]1 (2-methoxy-1-octadecylcarbamoylthio-3-(3-thiazoliniopropylsulfonylamino)propane iodide). The yield is 37.0%. RXN SMILES: [I:1][CH2:2][CH2:3][CH2:4][S:5]([NH:8][CH2:9][CH:10]([O:34][CH3:35])[CH2:11][S:12][C:13](=[O:33])[NH:14][CH2:15][CH2:16][CH2:17][CH2:18][CH2:19][CH2:20][CH2:21][CH2:22][CH2:23][CH2:24][CH2:25][CH2:26][CH2:27][CH2:28][CH2:29][CH2:30][CH2:31][CH3:32])(=[O:7])=[O:6].[S:36]1[CH:40]=[CH:39][N:38]=[CH:37]1>>[I-:1].[CH3:35][O:34][CH:10]([CH2:9][NH:8][S:5]([CH2:4][CH2:3][CH2:2][CH:37]1[NH+:38]=[CH:39][CH2:40][S:36]1)(=[O:7])=[O:6])[CH2:11][S:12][C:13](=[O:33])[NH:14][CH2:15][CH2:16][CH2:17][CH2:18][CH2:19][CH2:20][CH2:21][CH2:22][CH2:23][CH2:24][CH2:25][CH2:26][CH2:27][CH2:28][CH2:29][CH2:30][CH2:31][CH3:32] |f:2.3|. Reported procedure: A solution of 76 mg of 3-(3-iodopropylsulfonylamino)-2-methoxy-1-octadecylcarbamoylthiopropane IIa6 in 1 ml of thiazole is heated at 60° C. for 6 hours. After the solvent is evaporated, the residue is washed with ether and subsequently with acetonitrile to give 32 mg of 2-methoxy-1-octadecylcarbamoylthio-3-(3-thiazoliniopropylsulfonylamino)propane iodide Ia26 in 37% yield. Starting materials: BrCc1ccccc1, [H-], [Na+], CN(C)C=O, O=C1NCCN1, O. Product: O=C1NCCN1Cc1ccccc1. Reaction SMILES: [Br:9][CH2:10][c:11]1[cH:12][cH:13][cH:14][cH:15][cH:16]1.[H-:7].[Na+:8].[O:18]=[CH:19][N:20]([CH3:21])[CH3:22].[O:1]=[C:2]1[NH:3][CH2:4][CH2:5][NH:6]1.[OH2:17]>>[O:1]=[C:2]1[N:3]([CH2:10][c:11]2[cH:12][cH:13][cH:14][cH:15][cH:16]2)[CH2:4][CH2:5][NH:6]1. Starting materials: Cc1cc(Br)ccc1S(=O)(=O)Cl, CCOC(=O)Cc1csc(N)n1. Product: CCOC(=O)Cc1csc(NS(=O)(=O)c2ccc(Br)cc2C)n1. As a reaction SMILES: [Br:13][c:14]1[cH:15][c:16]([CH3:24])[c:17]([S:20](=[O:21])(=[O:22])[Cl:23])[cH:18][cH:19]1.[NH2:1][c:2]1[s:3][cH:4][c:5]([CH2:7][C:8](=[O:9])[O:10][CH2:11][CH3:12])[n:6]1>>[NH:1]([c:2]1[s:3][cH:4][c:5]([CH2:7][C:8](=[O:9])[O:10][CH2:11][CH3:12])[n:6]1)[S:20]([c:17]1[c:16]([CH3:24])[cH:15][c:14]([Br:13])[cH:19][cH:18]1)(=[O:21])=[O:22]. Reactants: COC=C1C(=O)NC(=O)c2ccccc21, CN(C)C=O, NCc1ccc(N)cc1. Product: Nc1ccc(CNC=C2C(=O)NC(=O)c3ccccc32)cc1. Reaction SMILES: [CH3:1][O:2][CH:3]=[C:4]1[C:5](=[O:15])[NH:6][C:7](=[O:14])[c:8]2[cH:9][cH:10][cH:11][cH:12][c:13]21.[CH3:25][N:26]([CH3:27])[CH:28]=[O:29].[NH2:16][c:17]1[cH:18][cH:19][c:20]([CH2:21][NH2:22])[cH:23][cH:24]1>>[CH:3](=[C:4]1[C:5](=[O:15])[NH:6][C:7](=[O:14])[c:8]2[cH:9][cH:10][cH:11][cH:12][c:13]21)[NH:22][CH2:21][c:20]1[cH:19][cH:18][c:17]([NH2:16])[cH:24][cH:23]1. Starting materials: CC=1OC2=C(N1)C=CC1=C(C2C=2C(NC(NC2)=O)=O)C=CC(=C1)C ((±)-5-(2,7-Dimethyl-10H-benzo[4,5]cyclohepta[1,2-d]oxazol-10-yl)-2,4(1H,3H)-pyrimidinedione), BrCC=1C=C(C(=O)OC)C=CC1 (methyl 3-(bromomethyl)benzoate). The product is CC=1OC2=C(N1)C=CC1=C(C2C=2C(NC(N(C2)CC=2C=C(C(=O)OC)C=CC2)=O)=O)C=CC(=C1)C ((±)-3-[[5-(2,7-Dimethyl-10H-benzo[4,5]cyclohepta[1,2-d]oxazol-10-yl)-3,4-dihydro-2,4-dioxo-1(2H)-pyrimidinyl]methyl]benzoic acid, methyl ester). Reaction SMILES: [CH3:1][C:2]1[O:3][C:4]2[CH:11]([C:12]3[C:13](=[O:19])[NH:14][C:15](=[O:18])[NH:16][CH:17]=3)[C:10]3[CH:20]=[CH:21][C:22]([CH3:24])=[CH:23][C:9]=3[CH:8]=[CH:7][C:5]=2[N:6]=1.Br[CH2:26][C:27]1[CH:28]=[C:29]([CH:34]=[CH:35][CH:36]=1)[C:30]([O:32][CH3:33])=[O:31]>>[CH3:1][C:2]1[O:3][C:4]2[CH:11]([C:12]3[C:13](=[O:19])[NH:14][C:15](=[O:18])[N:16]([CH2:26][C:27]4[CH:28]=[C:29]([CH:34]=[CH:35][CH:36]=4)[C:30]([O:32][CH3:33])=[O:31])[CH:17]=3)[C:10]3[CH:20]=[CH:21][C:22]([CH3:24])=[CH:23][C:9]=3[CH:8]=[CH:7][C:5]=2[N:6]=1. Procedure details: The subtitle compound was prepared from the product of step (vii) and methyl 3-(bromomethyl)benzoate (690 mg) by the method of example 1 step (viii).